Task: describe an organic reaction: reactants, conditions, products, and yield. Dataset: the Open Reaction Database (ORD), a public repository of structured organic reaction records Reactants: CCOC(=O)c1cc2c(Oc3ccc(NC(=O)C4(C(=O)Nc5ccc(F)cc5)CC4)cc3F)ncnc2n1COCC[Si](C)(C)C, CCCC[N+](CCCC)(CCCC)CCCC, CCOC(C)=O, [F-]. Yields the product C[Si](C)(C)CCOCn1c(C(=O)O)cc2c(Oc3ccc(NC(=O)C4(C(=O)Nc5ccc(F)cc5)CC4)cc3F)ncnc21. As a reaction SMILES: [CH2:1]([CH3:2])[O:3][C:4](=[O:5])[c:6]1[cH:7][c:8]2[c:9]([n:10][cH:11][n:12][c:13]2[O:14][c:15]2[c:16]([F:37])[cH:17][c:18]([NH:21][C:22](=[O:23])[C:24]3([C:27]([NH:28][c:29]4[cH:30][cH:31][c:32]([F:35])[cH:33][cH:34]4)=[O:36])[CH2:25][CH2:26]3)[cH:19][cH:20]2)[n:38]1[CH2:39][O:40][CH2:41][CH2:42][Si:43]([CH3:44])([CH3:45])[CH3:46].[CH3:48][CH2:49][CH2:50][CH2:51][N+:52]([CH2:53][CH2:54][CH2:55][CH3:56])([CH2:57][CH2:58][CH2:59][CH3:60])[CH2:61][CH2:62][CH2:63][CH3:64].[CH3:65][CH2:66][O:67][C:68](=[O:69])[CH3:70].[F-:47]>>[O:3]=[C:4]([OH:5])[c:6]1[cH:7][c:8]2[c:9]([n:10][cH:11][n:12][c:13]2[O:14][c:15]2[c:16]([F:37])[cH:17][c:18]([NH:21][C:22](=[O:23])[C:24]3([C:27]([NH:28][c:29]4[cH:30][cH:31][c:32]([F:35])[cH:33][cH:34]4)=[O:36])[CH2:25][CH2:26]3)[cH:19][cH:20]2)[n:38]1[CH2:39][O:40][CH2:41][CH2:42][Si:43]([CH3:44])([CH3:45])[CH3:46]. Procedure: To a mixture of N-[1-amino-1-(4-{[(R)-[2-fluoro-3-(2-hydroxyethoxy)-5-methoxyphenyl]-(5-oxo-1-pyrimidin-2-yl-4,5-dihydro-1H[1,2,4]-triazol-3-yl)methyl]amino}phenyl)methylidene]benzamide (Example 12b, 500 mg) and DMF (5 mL), carbonic acid 1-chloropropyl ester trans-2-fluorocyclohexyl ester (998 mg), sodium iodide (625 mg), and potassium hydrogen carbonate (100 mg) were added, and the resulting mixture was stirred at 40° C. for 76 hours. Water was added to the mixture, and the resulting mixture wa... Run at temperature 40 celsius, time 76 hour. Reaction SMILES: [NH2:1][C:2](=[N:36][C:37](=[O:44])[C:38]1[CH:43]=[CH:42][CH:41]=[CH:40][CH:39]=1)[C:3]1[CH:8]=[CH:7][C:6]([NH:9][C@H:10]([C:23]2[CH:28]=[C:27]([O:29][CH3:30])[CH:26]=[C:25]([O:31][CH2:32][CH2:33][OH:34])[C:24]=2[F:35])[C:11]2[NH:15][C:14](=[O:16])[N:13]([C:17]3[N:22]=[CH:21][CH:20]=[CH:19][N:18]=3)[N:12]=2)=[CH:5][CH:4]=1.[F:45][C@@H:46]1[CH2:51][CH2:50][CH2:49][CH2:48][C@H:47]1[O:52][C:53](=[O:59])[O:54][CH:55](Cl)[CH2:56][CH3:57].[I-].[Na+].C(=O)([O-])O.[K+]>O.CN(C=O)C>[F:45][C@@H:46]1[CH2:51][CH2:50][CH2:49][CH2:48][C@H:47]1[O:52][C:53](=[O:59])[O:54][CH:55]([O:16][C:14]1[N:13]([C:17]2[N:18]=[CH:19][CH:20]=[CH:21][N:22]=2)[N:12]=[C:11]([C@H:10]([NH:9][C:6]2[CH:7]=[CH:8][C:3]([C:2]([NH2:1])=[N:36][C:37](=[O:44])[C:38]3[CH:39]=[CH:40][CH:41]=[CH:42][CH:43]=3)=[CH:4][CH:5]=2)[C:23]2[CH:28]=[C:27]([O:29][CH3:30])[CH:26]=[C:25]([O:31][CH2:32][CH2:33][OH:34])[C:24]=2[F:35])[N:15]=1)[CH2:56][CH3:57] |f:2.3,4.5|. The product is F[C@H]1[C@@H](CCCC1)OC(OC(CC)OC=1N(N=C(N1)[C@@H](C1=C(C(=CC(=C1)OC)OCCO)F)NC1=CC=C(C=C1)C(=NC(C1=CC=CC=C1)=O)N)C1=NC=CC=N1)=O (Carbonic acid 1-(5-{(R)-(4-{amino[benzoylimino]methyl}phenylamino)-[2-fluoro-3-(2-hydroxyethoxy)-5-methoxyphenyl]methyl}-2-pyrimidin-2-yl-2H-[1,2,4]triazol-3-yloxy)propyl ester trans-2-fluoro-cyclohexyl ester). The reactants are NC(C1=CC=C(C=C1)N[C@@H](C1=NN(C(N1)=O)C1=NC=CC=N1)C1=C(C(=CC(=C1)OC)OCCO)F)=NC(C1=CC=CC=C1)=O (N-[1-amino-1-(4-{[(R)-[2-fluoro-3-(2-hydroxyethoxy)-5-methoxyphenyl]-(5-oxo-1-pyrimidin-2-yl-4,5-dihydro-1H[1,2,4]-triazol-3-yl)methyl]amino}phenyl)methylidene]benzamide), F[C@H]1[C@@H](CCCC1)OC(OC(CC)Cl)=O (carbonic acid 1-chloropropyl ester trans-2-fluorocyclohexyl ester), [I-].[Na+] (sodium iodide), C(O)([O-])=O.[K+] (potassium hydrogen carbonate). The solvent is O (Water), CN(C)C=O (DMF). Reactants: CCc1nc(I)cn1CCN, CCO, O=CCCc1ccc(C(F)(F)F)cc1. The product is CCc1nc(I)c2n1CCNC2CCc1ccc(C(F)(F)F)cc1. As a reaction SMILES: [CH2:1]([CH3:2])[c:3]1[n:4]([CH2:9][CH2:10][NH2:11])[cH:5][c:6]([I:8])[n:7]1.[CH3:26][CH2:27][OH:28].[F:12][C:13]([c:14]1[cH:15][cH:16][c:17]([CH2:20][CH2:21][CH:22]=[O:23])[cH:18][cH:19]1)([F:24])[F:25]>>[CH2:1]([CH3:2])[c:3]1[n:4]2[c:5]([c:6]([I:8])[n:7]1)[CH:22]([CH2:21][CH2:20][c:17]1[cH:16][cH:15][c:14]([C:13]([F:12])([F:24])[F:25])[cH:19][cH:18]1)[NH:11][CH2:10][CH2:9]2.